This data is from the Open Reaction Database (ORD), a public repository of structured organic reaction records. The task is: describe an organic reaction: reactants, conditions, products, and yield The reactants are OCCC(O)C(O)CO, [Rh]. Product: O=CCC(O)C(O)CO. RXN SMILES: [CH2:1]([CH2:2][CH:3]([OH:4])[CH:5]([OH:6])[CH2:7][OH:8])[OH:9].[Rh:10]>>[CH:1]([CH2:2][CH:3]([OH:4])[CH:5]([OH:6])[CH2:7][OH:8])=[O:9]. The reactants are C(C)OC(C(CC(C)C)C=1C=C(C=C(C1)C1CCN(CC1)C1CCCCC1)C1=CC=C(C=C1)C(F)(F)F)=O (2-[5-(1-cyclohexyl-piperidin-4-yl)-4′-trifluoromethyl-biphenyl-3-yl]-4-methyl-pentanoic acid ethyl ester), methyl ester, [OH-].[Na+] (NaOH). The solvent is CO (MeOH). Reaction conditions: temperature 50 celsius. The product is C1(CCCCC1)N1CCC(CC1)C=1C=C(C=C(C1)C1=CC=C(C=C1)C(F)(F)F)C(C(=O)O)CC(C)C (2-[5-(1-cyclohexyl-piperidin-4-yl)-4′-trifluoromethyl-biphenyl-3-yl]-4-methyl-pentanoic acid). As a reaction SMILES: C([O:3][C:4](=[O:38])[CH:5]([C:10]1[CH:11]=[C:12]([C:28]2[CH:33]=[CH:32][C:31]([C:34]([F:37])([F:36])[F:35])=[CH:30][CH:29]=2)[CH:13]=[C:14]([CH:16]2[CH2:21][CH2:20][N:19]([CH:22]3[CH2:27][CH2:26][CH2:25][CH2:24][CH2:23]3)[CH2:18][CH2:17]2)[CH:15]=1)[CH2:6][CH:7]([CH3:9])[CH3:8])C.[OH-].[Na+]>CO>[CH:22]1([N:19]2[CH2:20][CH2:21][CH:16]([C:14]3[CH:15]=[C:10]([CH:5]([CH2:6][CH:7]([CH3:9])[CH3:8])[C:4]([OH:38])=[O:3])[CH:11]=[C:12]([C:28]4[CH:29]=[CH:30][C:31]([C:34]([F:36])([F:37])[F:35])=[CH:32][CH:33]=4)[CH:13]=3)[CH2:17][CH2:18]2)[CH2:23][CH2:24][CH2:25][CH2:26][CH2:27]1 |f:1.2|. Procedure details: To a solution of a mixture of 2-[5-(1-cyclohexyl-piperidin-4-yl)-4′-trifluoromethyl-biphenyl-3-yl]-4-methyl-pentanoic acid ethyl ester and methyl ester (50 mg, 0.09 mmol) in MeOH (1 mL) was added 3N NaOH (0.100 mL) and heated to 50° C. for 2 h. The reaction was concentrated in vacuo to remove MeOH. The thick liquid was acidified to pH=2 by 2N HCl. The resulting acidic solution was extracted with EtOAc. The organic fraction was dried (MgSO4) and concentrated in vacuo. The crude mixture was purifi... Starting materials: BrC1=CC=C(C=C1)C1=C(C(=NO1)C)N (5-(4-bromo-phenyl)-3-methyl-isoxazol-4-ylamine), C1(=CC=CC=C1)SCC(C)=O (1-phenylsulfanyl-propan-2-one). Product: BrC1=CC=C(C=C1)C1=C(C(=NO1)C)NC(CSC1=CC=CC=C1)C ([5-(4-Bromo-phenyl)-3-methyl-isoxazol-4-yl]-(1-methyl-2-phenylsulfanyl-ethyl)-amine). Reaction SMILES: [Br:1][C:2]1[CH:7]=[CH:6][C:5]([C:8]2[O:12][N:11]=[C:10]([CH3:13])[C:9]=2[NH2:14])=[CH:4][CH:3]=1.[C:15]1([S:21][CH2:22][C:23](=O)[CH3:24])[CH:20]=[CH:19][CH:18]=[CH:17][CH:16]=1>>[Br:1][C:2]1[CH:3]=[CH:4][C:5]([C:8]2[O:12][N:11]=[C:10]([CH3:13])[C:9]=2[NH:14][CH:23]([CH3:24])[CH2:22][S:21][C:15]2[CH:20]=[CH:19][CH:18]=[CH:17][CH:16]=2)=[CH:6][CH:7]=1. Procedure details: Prepared according to the procedure described in Example 24, Step 1, using 5-(4-bromo-phenyl)-3-methyl-isoxazol-4-ylamine and 1-phenylsulfanyl-propan-2-one. Starting materials: CC(C)=O, CS(=O)(=O)OCCCCCC(F)(F)C(F)(F)F, [I-], [Na+], O. Yields the product FC(F)(F)C(F)(F)CCCCCI. RXN SMILES: [CH3:21][C:22](=[O:23])[CH3:24].[CH3:3][S:4]([O:5][CH2:8][CH2:9][CH2:10][CH2:11][CH2:12][C:13]([C:14]([F:15])([F:16])[F:17])([F:18])[F:19])(=[O:6])=[O:7].[I-:2].[Na+:1].[OH2:20]>>[I:2][CH2:8][CH2:9][CH2:10][CH2:11][CH2:12][C:13]([C:14]([F:15])([F:16])[F:17])([F:18])[F:19].